The task is: describe an organic reaction: reactants, conditions, products, and yield. This data is from the Open Reaction Database (ORD), a public repository of structured organic reaction records. Reactants: CC(C)Cc1cc(-c2cccc(Cn3ccnc3Br)c2)c(S(=O)(=O)NC(C)(C)C)s1, Cc1ccccc1, CCO, CCOC(C)=O, [Na+], [OH-], c1ccc(P(c2ccccc2)(c2ccccc2)[Pd](P(c2ccccc2)(c2ccccc2)c2ccccc2)(P(c2ccccc2)(c2ccccc2)c2ccccc2)P(c2ccccc2)(c2ccccc2)c2ccccc2)cc1, OB(O)c1ccsc1. Yields the product CC(C)Cc1cc(-c2cccc(Cn3ccnc3-c3ccsc3)c2)c(S(=O)(=O)NC(C)(C)C)s1. RXN SMILES: [Br:1][c:2]1[n:3]([CH2:7][c:8]2[cH:9][c:10](-[c:14]3[c:15]([S:23](=[O:24])(=[O:25])[NH:26][C:27]([CH3:28])([CH3:29])[CH3:30])[s:16][c:17]([CH2:19][CH:20]([CH3:21])[CH3:22])[cH:18]3)[cH:11][cH:12][cH:13]2)[cH:4][cH:5][n:6]1.[CH3:41][c:42]1[cH:43][cH:44][cH:45][cH:46][cH:47]1.[CH3:48][CH2:49][OH:50].[CH3:51][CH2:52][O:53][C:54]([CH3:55])=[O:56].[Na+:40].[OH-:39].[cH:57]1[cH:58][cH:59][c:60]([P:61]([Pd:62]([P:63]([c:64]2[cH:65][cH:66][cH:67][cH:68][cH:69]2)([c:70]2[cH:71][cH:72][cH:73][cH:74][cH:75]2)[c:76]2[cH:77][cH:78][cH:79][cH:80][cH:81]2)([P:82]([c:83]2[cH:84][cH:85][cH:86][cH:87][cH:88]2)([c:89]2[cH:90][cH:91][cH:92][cH:93][cH:94]2)[c:95]2[cH:96][cH:97][cH:98][cH:99][cH:100]2)[P:101]([c:102]2[cH:103][cH:104][cH:105][cH:106][cH:107]2)([c:108]2[cH:109][cH:110][cH:111][cH:112][cH:113]2)[c:114]2[cH:115][cH:116][cH:117][cH:118][cH:119]2)([c:120]2[cH:121][cH:122][cH:123][cH:124][cH:125]2)[c:126]2[cH:127][cH:128][cH:129][cH:130][cH:131]2)[cH:132][cH:133]1.[s:31]1[cH:32][c:33]([B:36]([OH:37])[OH:38])[cH:34][cH:35]1>>[c:2]1(-[c:33]2[cH:32][s:31][cH:35][cH:34]2)[n:3]([CH2:7][c:8]2[cH:9][c:10](-[c:14]3[c:15]([S:23](=[O:24])(=[O:25])[NH:26][C:27]([CH3:28])([CH3:29])[CH3:30])[s:16][c:17]([CH2:19][CH:20]([CH3:21])[CH3:22])[cH:18]3)[cH:11][cH:12][cH:13]2)[cH:4][cH:5][n:6]1. Starting materials: FC(S(=O)(=O)OC1=NN(C2=C(N=CC=C21)OC)C2=CC=C(C=C2)S(N)(=O)=O)(F)F (7-methoxy-1-(4-sulfamoylphenyl)-1H-pyrazolo[3,4-c]pyridin-3-yl trifluoromethanesulfonate), C1(=CCCC1)B1OC(C(O1)(C)C)(C)C (2-(cyclopent-1-en-1-yl)-4,4,5,5-tetramethyl-1,3,2-dioxaborolane), C([O-])([O-])=O.[Na+].[Na+] (sodium carbonate), O (water). Reagents/catalysts: C=1C=CC(=CC1)[P](C=2C=CC=CC2)(C=3C=CC=CC3)[Pd]([P](C=4C=CC=CC4)(C=5C=CC=CC5)C=6C=CC=CC6)([P](C=7C=CC=CC7)(C=8C=CC=CC8)C=9C=CC=CC9)[P](C=1C=CC=CC1)(C=1C=CC=CC1)C=1C=CC=CC1 (tetrakis(triphenylphosphine)palladium(0)). Run in COCCOC (DME). Yields the product C1(=CCCC1)C1=NN(C2=C(N=CC=C21)OC)C2=CC=C(C=C2)S(=O)(=O)N (4-(3-(cyclopent-1-en-1-yl)-7-methoxy-1H-pyrazolo[3,4-c]pyridin-1-yl)benzenesulfonamide). Isolated yield 45.6%. RXN SMILES: FC(F)(F)S(O[C:7]1[C:15]2[C:10](=[C:11]([O:16][CH3:17])[N:12]=[CH:13][CH:14]=2)[N:9]([C:18]2[CH:23]=[CH:22][C:21]([S:24](=[O:27])(=[O:26])[NH2:25])=[CH:20][CH:19]=2)[N:8]=1)(=O)=O.[C:30]1(B2OC(C)(C)C(C)(C)O2)[CH2:34][CH2:33][CH2:32][CH:31]=1.C(=O)([O-])[O-].[Na+].[Na+].O>COCCOC.C1C=CC([P]([Pd]([P](C2C=CC=CC=2)(C2C=CC=CC=2)C2C=CC=CC=2)([P](C2C=CC=CC=2)(C2C=CC=CC=2)C2C=CC=CC=2)[P](C2C=CC=CC=2)(C2C=CC=CC=2)C2C=CC=CC=2)(C2C=CC=CC=2)C2C=CC=CC=2)=CC=1>[C:30]1([C:7]2[C:15]3[C:10](=[C:11]([O:16][CH3:17])[N:12]=[CH:13][CH:14]=3)[N:9]([C:18]3[CH:23]=[CH:22][C:21]([S:24]([NH2:25])(=[O:27])=[O:26])=[CH:20][CH:19]=3)[N:8]=2)[CH2:34][CH2:33][CH2:32][CH:31]=1 |f:2.3.4,^1:60,62,81,100|. Procedure details: A solution of 7-methoxy-1-(4-sulfamoylphenyl)-1H-pyrazolo[3,4-c]pyridin-3-yl trifluoromethanesulfonate (59 mg), 2-(cyclopent-1-en-1-yl)-4,4,5,5-tetramethyl-1,3,2-dioxaborolane (25.3 mg), tetrakis(triphenylphosphine)palladium(0) (7.5 mg) and 2M aqueous sodium carbonate solution (0.33 mL) in DME (5 mL) was stirred under argon atmosphere at 100° C. for 3 hr. To the reaction mixture was added water, and the mixture was extracted with ethyl acetate. The organic layer was washed with water and saturat... The reactants are CC(C)(C)[O-], Cc1ccccc1, O=[N+]([O-])c1ccc(F)c(COC2CCCCO2)c1, [K+], O, Oc1ccccc1. Yields the product O=[N+]([O-])c1ccc(Oc2ccccc2)c(COC2CCCCO2)c1. RXN SMILES: [CH3:26][C:27]([CH3:28])([O-:29])[CH3:30].[CH3:32][c:33]1[cH:34][cH:35][cH:36][cH:37][cH:38]1.[F:1][c:2]1[c:3]([CH2:4][O:5][CH:6]2[O:7][CH2:8][CH2:9][CH2:10][CH2:11]2)[cH:12][c:13]([N+:16](=[O:17])[O-:18])[cH:14][cH:15]1.[K+:31].[OH2:39].[OH:19][c:20]1[cH:21][cH:22][cH:23][cH:24][cH:25]1>>[c:2]1([O:19][c:20]2[cH:21][cH:22][cH:23][cH:24][cH:25]2)[c:3]([CH2:4][O:5][CH:6]2[O:7][CH2:8][CH2:9][CH2:10][CH2:11]2)[cH:12][c:13]([N+:16](=[O:17])[O-:18])[cH:14][cH:15]1. Reactants: ( 1 ), C1CCOC1 (THF), ClCCCCI (1-chloro-4-iodobutane), CSC1=CC=C(C=C1)CC(=O)O (2-(4-(Methylthio)phenyl)acetic acid), C[Si](C)(C)[N-][Si](C)(C)C.[Na+] (NaHMDS), ( 1 ). The product is ClCCCCC(C(=O)O)C1=CC=C(C=C1)SC (6-chloro-2-(4-(methylthio)phenyl)hexanoic acid). Yield: 90.9%. RXN SMILES: [CH3:1][S:2][C:3]1[CH:8]=[CH:7][C:6]([CH2:9][C:10]([OH:12])=[O:11])=[CH:5][CH:4]=1.C[Si]([N-][Si](C)(C)C)(C)C.[Na+].C1COCC1.[Cl:28][CH2:29][CH2:30][CH2:31][CH2:32]I>>[Cl:28][CH2:29][CH2:30][CH2:31][CH2:32][CH:9]([C:6]1[CH:5]=[CH:4][C:3]([S:2][CH3:1])=[CH:8][CH:7]=1)[C:10]([OH:12])=[O:11] |f:1.2|. Reported procedure: Step AAL (1): 2-(4-(Methylthio)phenyl)acetic acid (1.00 g, 5.49 mmol) was deprotonated with NaHMDS 2.0 M in THF (5.49 mL, 11.0 mmol) and reacted with 1-chloro-4-iodobutane (0.672 mL, 5.49 mmol) using a procedure analogous to Step AC (1) to afford 6-chloro-2-(4-(methylthio)phenyl)hexanoic acid (1.36 g, 4.99 mmol, 91% yield) as a pale-yellow oil. LC-MS (M−H)− 271.1. 1H NMR (500 MHz, CHLOROFORM-d) δ ppm 8.95 (1 H, br. s.), 7.12-7.28 (4 H, m), 3.39-3.55 (3 H, m), 2.39-2.50 (3 H, m), 1.97-2.19 (1 H, ... Reactants: NC1=C(C=O)C=CC(=C1)Br (2-amino-4-bromobenzaldehyde), NC(=O)N (urea). The solvent is O (Water). Conditions: temperature 180 celsius. Product: BrC1=CC=C2C=NC(=NC2=C1)O (7-Bromoquinazolin-2-ol). Isolated yield 95.0%. As a reaction SMILES: [NH2:1][C:2]1[CH:9]=[C:8]([Br:10])[CH:7]=[CH:6][C:3]=1[CH:4]=O.[NH2:11][C:12](N)=[O:13]>O>[Br:10][C:8]1[CH:9]=[C:2]2[C:3]([CH:4]=[N:11][C:12]([OH:13])=[N:1]2)=[CH:6][CH:7]=1. Reported procedure: A mixture of 2-amino-4-bromobenzaldehyde (1 eq) and urea (14 eq) was heated to 180° C. in an oil bath under Argon for 1 h. Water was added to after cooling to ambient temperature. The solid was collected by filtration and air dried to give product in 95% yield. ES/MS m/z 225/227 (MH+). Starting materials: polyphosphoric acid, C1(=CC=C(C=C1)NC1=C(C(=O)O)C=C(C(=C1)C(=O)O)NC1=CC=C(C=C1)C)C (2,5-bis(p-toluidino)terephthalic acid). Run in O (water). Conditions: temperature 130 celsius. Yields the product CC1=CC2=C(C=C1)NC3=CC4=C(C=C3C2=O)NC5=C(C4=O)C=C(C=C5)C (2,9-dimethylquinacridone). Yield: 99.5%. As a reaction SMILES: [C:1]1([CH3:28])[CH:6]=[CH:5][C:4]([NH:7][C:8]2[CH:16]=[C:15]([C:17]([OH:19])=O)[C:14]([NH:20][C:21]3[CH:26]=[CH:25][C:24]([CH3:27])=[CH:23][CH:22]=3)=[CH:13][C:9]=2[C:10](O)=[O:11])=[CH:3][CH:2]=1>O>[CH3:27][C:24]1[CH:23]=[CH:22][C:21]2[NH:20][C:14]3[C:15]([C:17](=[O:19])[C:26]=2[CH:25]=1)=[CH:16][C:8]1[NH:7][C:4]2[CH:3]=[CH:2][C:1]([CH3:28])=[CH:6][C:5]=2[C:10](=[O:11])[C:9]=1[CH:13]=3. Procedure details: To 150.0 g of polyphosphoric acid (118%) was added with stirring 30.0 g (79.7 mmol) of 2,5-bis(p-toluidino)terephthalic acid. The stirred mixture was irradiated in the microwave oven for 2.5 minutes. After the reaction mixture was cooled to 130° C., 250 g of water was slowly added with stirring. The resultant slurry was stirred for 30 minutes, after which the solid component was collected by filtration and washed with 6.0 liters of water. The presscake was dried overnight in an oven at 60° C. to...